This data is from the Open Reaction Database (ORD), a public repository of structured organic reaction records. The task is: describe an organic reaction: reactants, conditions, products, and yield Conditions: temperature -10 celsius, time 40 minute. The product is IC=1C=C(C=C(C1)I)NN (3,5-diiodophenylhydrazine). Procedure: 3,5-Diiodoaniline was obtained by the procedure of M. Bérubé (M. Bérubé, et al. Synthesis of Simplified Hybrid Inhibitors of Type 1 17β-Hydroxysteroid Dehydrogenase via the Cross-Metathesis and the Sonogashira Coupling Reactions, Organic Lett. 6 (2004) 3127-3130). 5 g (14.5 mmol) of 3,5-diiodoaniline were stirred with the solution of 5 mL of concentrated hydrochloric acid and 5 mL of water. The mixture was cooled to about −10° C. and 5.5 mL of 20% aqueous solution of NaNO2 was added dropwise wit... Reactants: 17β-Hydroxysteroid, IC=1C=C(N)C=C(C1)I (3,5-diiodoaniline), O (water), aqueous solution, N(=O)[O-].[Na+] (NaNO2), Cl[Sn]Cl (SnCl2). Solvent: Cl (hydrochloric acid), Cl (HCl). RXN SMILES: [I:1][C:2]1[CH:3]=[C:4]([CH:6]=[C:7]([I:9])[CH:8]=1)[NH2:5].O.[N:11]([O-])=O.[Na+].Cl[Sn]Cl>Cl>[I:1][C:2]1[CH:3]=[C:4]([NH:5][NH2:11])[CH:6]=[C:7]([I:9])[CH:8]=1 |f:2.3|. The reactants are O (water), O=C1C(=CN2C3=C(C=CC=C13)CCC2)C(=O)OCC (Ethyl 1-oxo-6,7-dihydro-1H,5H-pyrido[3,2,1-ij]quinoline-2-carboxylate), BrBr (bromine), BrBr (bromine). Run in C(C)(=O)O (acetic acid). Product: BrC=1C=C2C(C(=CN3C2=C(C1)CCC3)C(=O)OCC)=O (Ethyl 9-bromo-1-oxo-6,7-dihydro-1H,5H-pyrido[3,2,1-ij]quinoline-2-carboxylate). As a reaction SMILES: [O:1]=[C:2]1[C:11]2[C:6]3=[C:7]([CH2:12][CH2:13][CH2:14][N:5]3[CH:4]=[C:3]1[C:15]([O:17][CH2:18][CH3:19])=[O:16])[CH:8]=[CH:9][CH:10]=2.[Br:20]Br.O>C(O)(=O)C>[Br:20][C:9]1[CH:10]=[C:11]2[C:6]3=[C:7]([CH2:12][CH2:13][CH2:14][N:5]3[CH:4]=[C:3]([C:15]([O:17][CH2:18][CH3:19])=[O:16])[C:2]2=[O:1])[CH:8]=1. Procedure: Ethyl 1-oxo-6,7-dihydro-1H,5H-pyrido[3,2,1-ij]quinoline-2-carboxylate (290 mg, 1.13 mmol) was dissolved in acetic acid (3 mL) and bromine (197 mg, 1.23 mmol) was added dropwise. The reaction was followed by LC/MS, additional bromine (2×197 mg) was added. After 24 hours water was added and the precipitate was filtered off, washed with diethyl ether then dried in a dessicator in the presence of phosphorus pentoxide to provide an orange solid which was purified by chromatography on silica gel eluti... Reactants: C(C)(C)(C)OC(COC1=C(C=C(C=C1)Cl)C#C)=O (tert-butyl(4-chloro-2-ethynylphenoxy)acetate), C(C)(C)(C)OC(COC1=C(C=C(C=C1)C#N)C#C[Si](C)(C)C)=O (tert-butyl{4-cyano-2-[(trimethylsilyl)ethynyl]phenoxy}acetate), C(C)(C)(C)OC(COC1=C(C=C(C=C1)C#N)C#C[Si](C)(C)C)=O (tert-butyl{4-cyano-2-[(trimethylsilyl)ethynyl]phenoxy}acetate). The product is C(C)(C)(C)OC(COC1=C(C=C(C=C1)C#N)C#C)=O (tert-butyl(4-cyano-2-ethynyl phenoxy)acetate). The yield is 72.0%. RXN SMILES: C(OC(=O)COC1C=CC(Cl)=CC=1C#C)(C)(C)C.[C:19]([O:23][C:24](=[O:41])[CH2:25][O:26][C:27]1[CH:32]=[CH:31][C:30]([C:33]#[N:34])=[CH:29][C:28]=1[C:35]#[C:36][Si](C)(C)C)([CH3:22])([CH3:21])[CH3:20]>>[C:19]([O:23][C:24](=[O:41])[CH2:25][O:26][C:27]1[CH:32]=[CH:31][C:30]([C:33]#[N:34])=[CH:29][C:28]=1[C:35]#[CH:36])([CH3:22])([CH3:21])[CH3:20]. Procedure details: Following the general method as outlined in Intermediate 3, starting from tert-butyl{4-cyano-2-[(trimethylsilyl)ethynyl]phenoxy}acetate (Intermediate 45), the title compound was obtained as an oil in 72% yield. Starting materials: ClC=1C=CC2=C(N(C(CC=3N2C=NC3C(=O)OC)=O)C3=CC=CC=C3)C1 (8-chloro-4,6-dihydro-6-phenyl-5-oxo-5H-imidazo[1,5-a] [1,5]benzodiazepine-3-carboxylic acid, methyl ester), C[N-]C (dimethylamide). Product: ClC=1C=CC2=C(N(C(CC=3N2C=NC3C(=O)N(C)C)=O)C3=CC=CC=C3)C1 (8-Chloro-4,6-dihydro-6-phenyl-5-oxo-N,N-dimethyl-5H-imidazo[1,5-a] [1,5]benzodiazepin-3-carboxamide). RXN SMILES: [Cl:1][C:2]1[CH:3]=[CH:4][C:5]2[N:11]3[CH:12]=[N:13][C:14]([C:15]([O:17]C)=O)=[C:10]3[CH2:9][C:8](=[O:19])[N:7]([C:20]3[CH:25]=[CH:24][CH:23]=[CH:22][CH:21]=3)[C:6]=2[CH:26]=1.[CH3:27][N-:28][CH3:29]>>[Cl:1][C:2]1[CH:3]=[CH:4][C:5]2[N:11]3[CH:12]=[N:13][C:14]([C:15]([N:28]([CH3:29])[CH3:27])=[O:17])=[C:10]3[CH2:9][C:8](=[O:19])[N:7]([C:20]3[CH:21]=[CH:22][CH:23]=[CH:24][CH:25]=3)[C:6]=2[CH:26]=1. Procedure details: As described in previous example, 8-chloro-4,6-dihydro-6-phenyl-5-oxo-5H-imidazo[1,5-a] [1,5]benzodiazepine-3-carboxylic acid, methyl ester was converted to the dimethylamide, mp. 255°-257°.